Dataset: the Open Reaction Database (ORD), a public repository of structured organic reaction records. Task: describe an organic reaction: reactants, conditions, products, and yield The reactants are C(C)OC(=O)C=1NC(=C(C1C)C1=CC(=CC=C1)C(=O)O)C (4-(3-Carboxy-phenyl)-3,5-dimethyl-1H-pyrrole-2-carboxylic acid ethyl ester), [OH-].[K+] (potassium hydroxide), C(=O)=O (carbon dioxide), Cl (hydrochloric acid). The solvent is O (water), C(CO)O (ethylene glycol), C(C)(=O)OCC.CCCCCC.C(C)(=O)O (ethyl acetate hexane acetic acid). Run at temperature 100 celsius, time 30 minute. The product is CC=1NC=C(C1C=1C=C(C(=O)O)C=CC1)C (3-(2,4-dimethyl-1H-pyrrol-3-yl)-benzoic acid). Isolated yield 97.0%. RXN SMILES: C(OC([C:6]1[NH:7][C:8]([CH3:21])=[C:9]([C:12]2[CH:17]=[CH:16][CH:15]=[C:14]([C:18]([OH:20])=[O:19])[CH:13]=2)[C:10]=1[CH3:11])=O)C.[OH-].[K+].Cl.C(=O)=O>C(OCC)(=O)C.CCCCCC.C(O)(=O)C.O.C(O)CO>[CH3:21][C:8]1[NH:7][CH:6]=[C:10]([CH3:11])[C:9]=1[C:12]1[CH:13]=[C:14]([CH:15]=[CH:16][CH:17]=1)[C:18]([OH:20])=[O:19] |f:1.2,5.6.7|. Procedure: 4-(3-Carboxy-phenyl)-3,5-dimethyl-1H-pyrrole-2-carboxylic acid ethyl ester (15.0 g), 15 mL of ethylene glycol, 45 mL of water and 17.4 mL of 9 N potassium hydroxide were refluxed at 105° C. for 30 minutes. Thin layer chromatography (ethyl acetate:hexane:acetic acid 4:6:0.5) showed conversion of all starting material at Rf 0.5 to a new product at Rf 0.3. The mixture was cooled 100° C. and 21 mL of 10 N hydrochloric acid were added to a pH of 2.5 accompanied by rapid release of carbon dioxide gas....